Dataset: the Open Reaction Database (ORD), a public repository of structured organic reaction records. Task: describe an organic reaction: reactants, conditions, products, and yield The reactants are P(=O)(Cl)(Cl)Cl (Phosphorus oxychloride), CN1C(CCC1)=O (N-methyl-2-pyrrolidone), N1C(CC2=CC=CC=C12)=O (2(1H,3H)indolone), CN1C(CCC1)=O (N-methyl-2-pyrrolidone). Run at time 15 minute. Yields the product CN1C(CCC1)=C1C(NC2=CC=CC=C12)=O (3-(1-Methyl-2-pyrrolidinylidene)-2(1H,3H)-indolone). Reaction SMILES: P(Cl)(Cl)(Cl)=O.[NH:6]1[C:14]2[C:9](=[CH:10][CH:11]=[CH:12][CH:13]=2)[CH2:8][C:7]1=[O:15].[CH3:16][N:17]1[CH2:21][CH2:20][CH2:19][C:18]1=O>>[CH3:16][N:17]1[CH2:21][CH2:20][CH2:19][C:18]1=[C:8]1[C:9]2[C:14](=[CH:13][CH:12]=[CH:11][CH:10]=2)[NH:6][C:7]1=[O:15]. Procedure: Under nitrogen, N-methyl-2-pyrrolidone (3 ml) was cooled in an ice-water bath. Phosphorus oxychloride (0.91 ml, 0.01 mole) was added dropwise. After stirring 15 minutes, the bath was removed and 2(1H,3H)indolone (oxindole, 1.3 g, 0.01 mole) in 3 ml. additional N-methyl-2-pyrrolidone (3 ml) was added dropwise. The temperature rose to 40° C. The reaction mixture was then heated at 80° for 16 hours, cooled and partitioned between ethyl acetate and water. The aqueous layer was washed with fresh ethy... The reactants are O[C@](CCO)(C=1N=CN(C1)C(C1=CC=CC=C1)(C1=CC=CC=C1)C1=CC=CC=C1)C=1C=C2C=CC(=CC2=CC1)C(=O)NC (6-[(1S)-1,3-dihydroxy-1-(1-trityl-1H-imidazol-4-yl)propyl]-N-methyl-2-naphthamide), C(C)N(C(C)C)C(C)C (ethyldiisopropylamine), CS(=O)(=O)Cl (methanesulfonyl chloride), C([O-])([O-])=O.[Na+].[Na+] (sodium carbonate). Run in O (water), C1CCOC1 (THF), O (water). Run at temperature 10 celsius, time 1 hour. Product: OC1=C2N(C=N1)CC[C@H]2C=2C=C1C=CC(=CC1=CC2)C(=O)NC (6-((7S)-hydroxy-6,7-dihydro-5H-pyrrolo[1,2-c]imidazol-7-yl)-N-methyl-2-naphthamide). Isolated yield 98.3%. RXN SMILES: O[C@@:2]([C:30]1[CH:31]=[C:32]2[C:37](=[CH:38][CH:39]=1)[CH:36]=[C:35]([C:40]([NH:42][CH3:43])=[O:41])[CH:34]=[CH:33]2)([C:6]1[N:7]=[CH:8][N:9](C(C2C=CC=CC=2)(C2C=CC=CC=2)C2C=CC=CC=2)[CH:10]=1)[CH2:3][CH2:4]O.C(N(C(C)C)C(C)C)C.CS(Cl)(=O)=[O:55].C(=O)([O-])[O-].[Na+].[Na+]>O.C1COCC1>[OH:55][C:10]1[N:9]=[CH:8][N:7]2[CH2:4][CH2:3][C@@H:2]([C:30]3[CH:31]=[C:32]4[C:37](=[CH:38][CH:39]=3)[CH:36]=[C:35]([C:40]([NH:42][CH3:43])=[O:41])[CH:34]=[CH:33]4)[C:6]=12 |f:3.4.5|. Reported procedure: To THF (100 mL) and water (63 μg, 3.5 mmol) was added 6-[(1S)-1,3-dihydroxy-1-(1-trityl-1H-imidazol-4-yl)propyl]-N-methyl-2-naphthamide (10.0 g, 17.6 mmol). The reaction mixture was cooled to 10° C., and ethyldiisopropylamine (3.41 g, 26.4 mmol) and methanesulfonyl chloride (3.03 g, 26.4 mmol) were successively added thereto, and the mixture was stirred at room temperature for 1 hr. To the reaction mixture was added a solution of sodium carbonate (3.73 g, 35.2 mmol) in water (40 mL), and the mix... Run in O (water). The product is C=O.N1=C(N)N=C(N)N=C1N (Melamine-Formaldehyde). Reaction SMILES: C[NH:2][C:3]1[N:8]=[C:7]([NH:9]C)[N:6]=[C:5]([NH:11]C)[N:4]=1.[CH2:13]=[O:14]>O>[CH2:13]=[O:14].[N:4]1[C:5]([NH2:11])=[N:6][C:7]([NH2:9])=[N:8][C:3]=1[NH2:2] |f:3.4|. Procedure details: 756.9 g of N,N′,N″-trimethylmelamine, 135 g of water and 584.1 g of a 37% strength aqueous formaldehyde solution are stirred together at room temperature until the methylolmelamines formed are precipitated from the solution. Thereafter, this mixture is combined with the above mixture and a further 350 g of melamine derivative according to Example 1 and heated for 15 min to 60° C. A clear solution is obtained. After freeze-drying, the resin was obtained as a white solid. Starting materials: CNC1=NC(=NC(=N1)NC)NC (N,N′,N″-trimethylmelamine), C=O (formaldehyde), methylolmelamines. Yields the product OC(CCSc1nnnn1-c1cccc2ccccc12)c1ccccc1Cl. As a reaction SMILES: [CH2:62]1[O:63][CH2:64][CH2:65][CH2:66]1.[Cl:31][c:32]1[c:33]([CH:38]([CH2:39][CH2:40][OH:41])[OH:42])[cH:34][cH:35][cH:36][cH:37]1.[O:1]=[C:2]([O:3][CH:4]([CH3:5])[CH3:6])[N:7]=[N:8][C:9]([O:10][CH:11]([CH3:12])[CH3:13])=[O:14].[c:15]1(-[n:25]2[nH:26][n:27][n:28][c:29]2=[S:30])[cH:16][cH:17][cH:18][c:19]2[cH:20][cH:21][cH:22][cH:23][c:24]12.[c:43]1([P:44]([c:45]2[cH:46][cH:47][cH:48][cH:49][cH:50]2)[c:51]2[cH:52][cH:53][cH:54][cH:55][cH:56]2)[cH:57][cH:58][cH:59][cH:60][cH:61]1>>[c:15]1(-[n:25]2[n:26][n:27][n:28][c:29]2[S:30][CH2:40][CH2:39][CH:38]([c:33]2[c:32]([Cl:31])[cH:37][cH:36][cH:35][cH:34]2)[OH:42])[cH:16][cH:17][cH:18][c:19]2[cH:20][cH:21][cH:22][cH:23][c:24]12. Reactants: C1CCOC1, OCCC(O)c1ccccc1Cl, CC(C)OC(=O)N=NC(=O)OC(C)C, S=c1nn[nH]n1-c1cccc2ccccc12, c1ccc(P(c2ccccc2)c2ccccc2)cc1. Starting materials: [C-]#N, [Cl-], Clc1ccc(-c2coc3ccccc23)cc1, Cl, O, c1ccncc1. Yields the product N#Cc1ccc(-c2coc3ccccc23)cc1. As a reaction SMILES: [C-:17]#[N:18].[Cl-:19].[Cl:1][c:2]1[cH:3][cH:4][c:5](-[c:8]2[cH:9][o:10][c:11]3[c:12]2[cH:13][cH:14][cH:15][cH:16]3)[cH:6][cH:7]1.[ClH:20].[OH2:21].[cH:22]1[cH:23][cH:24][n:25][cH:26][cH:27]1>>[c:2]1([C:17]#[N:18])[cH:3][cH:4][c:5](-[c:8]2[cH:9][o:10][c:11]3[c:12]2[cH:13][cH:14][cH:15][cH:16]3)[cH:6][cH:7]1.